Dataset: the Open Reaction Database (ORD), a public repository of structured organic reaction records. Task: describe an organic reaction: reactants, conditions, products, and yield Reactants: [NH4+].[Cl-] (NH4Cl), Cl.C(C)N=C=NCCCN(C)C (1-Ethyl-3-[3-dimethylaminopropyl]carbodiimide hydrochloride), CCN=C=NCCCN(C)C.Cl (EDC.HCl), ClC=1C=NC=C(C1CC(O)C1=CC(=C(C=C1)OC)OC)Cl (2-(3,5-dichloro-pyridin-4-yl)-1-(3,4-dimethoxy-phenyl)-ethanol), C(C(C)C)C1=CC=C(C=C1)[C@@H](C(=O)O)C ((S)-2-(4-isobutyl-phenyl)-propionic acid). Reagents/catalysts: CN(C1=CC=NC=C1)C (4-dimethylaminopyridine). The solvent is C(Cl)Cl (CH2Cl2). Reaction conditions: time 8 hour. Yields the product ClC=1C=NC=C(C1CC(C1=CC(=C(C=C1)OC)OC)OC([C@@H](C)C1=CC=C(C=C1)CC(C)C)=O)Cl ((S)-2-(4-isobutyl-phenyl)-propionic acid 2-(3,5-dichloro-pyridin-4-yl)-1-(3,4-dimethoxy-phenyl)-ethyl ester). Yield: 82.3%. Reaction SMILES: Cl.C(N=C=NCCCN(C)C)C.[Cl:13][C:14]1[CH:15]=[N:16][CH:17]=[C:18]([Cl:33])[C:19]=1[CH2:20][CH:21]([C:23]1[CH:28]=[CH:27][C:26]([O:29][CH3:30])=[C:25]([O:31][CH3:32])[CH:24]=1)[OH:22].[CH2:34]([C:38]1[CH:43]=[CH:42][C:41]([C@H:44]([CH3:48])[C:45](O)=[O:46])=[CH:40][CH:39]=1)[CH:35]([CH3:37])[CH3:36].[NH4+].[Cl-]>CN(C)C1C=CN=CC=1.C(Cl)Cl>[Cl:33][C:18]1[CH:17]=[N:16][CH:15]=[C:14]([Cl:13])[C:19]=1[CH2:20][CH:21]([O:22][C:45](=[O:46])[C@H:44]([C:41]1[CH:42]=[CH:43][C:38]([CH2:34][CH:35]([CH3:37])[CH3:36])=[CH:39][CH:40]=1)[CH3:48])[C:23]1[CH:28]=[CH:27][C:26]([O:29][CH3:30])=[C:25]([O:31][CH3:32])[CH:24]=1 |f:0.1,4.5|. Reported procedure: (1-Ethyl-3-[3-dimethylaminopropyl]carbodiimide hydrochloride) (EDC.HCl) (345 mg, 3 eq.) is added to a solution of 2-(3,5-dichloro-pyridin-4-yl)-1-(3,4-dimethoxy-phenyl)-ethanol (200 mg, 1 eq.), (S)-2-(4-isobutyl-phenyl)-propionic acid (148 mg, 1.2 eq.) and 4-dimethylaminopyridine (DMAP) (37 mg, 0.5 eq.) in dry CH2Cl2 (8 mL) at room temperature under nitrogen atmosphere. The mixture is stirred at room temperature overnight, then it is treated with a saturated solution of NH4Cl (20 ml) and extract... The reactants are C1CCOC1, CC(=O)Cl, CN1C(=O)C(c2ccc(OC(F)F)cc2)(c2cccc(N)c2)N=C1N. Yields the product Cl, CC(=O)Nc1cccc(C2(c3ccc(OC(F)F)cc3)N=C(N)N(C)C2=O)c1. RXN SMILES: [CH2:30]1[O:31][CH2:32][CH2:33][CH2:34]1.[CH3:26][C:27]([Cl:28])=[O:29].[NH2:1][C:2]1=[N:3][C:4]([c:9]2[cH:10][cH:11][c:12]([O:15][CH:16]([F:17])[F:18])[cH:13][cH:14]2)([c:19]2[cH:20][c:21]([NH2:25])[cH:22][cH:23][cH:24]2)[C:5](=[O:8])[N:6]1[CH3:7]>>[ClH:28].[NH2:1][C:2]1=[N:3][C:4]([c:9]2[cH:10][cH:11][c:12]([O:15][CH:16]([F:17])[F:18])[cH:13][cH:14]2)([c:19]2[cH:20][c:21]([NH:25][C:27]([CH3:26])=[O:29])[cH:22][cH:23][cH:24]2)[C:5](=[O:8])[N:6]1[CH3:7]. Starting materials: ClC1=C(C=C2C(C(=CN(C2=C1)C1CC1)C(=O)O)=O)F (7-chloro-1-cyclopropyl-6-fluoro-1,4-dihydro-4-oxo-3-quinolinecarboxylic acid), O1C(=CC=C1)C1NCCNC1 (2-furanylpiperazine). Run in N1=CC=CC=C1 (pyridine). The product is C1(CC1)N1C=C(C(C2=CC(=C(C=C12)N1CC(NCC1)C=1OC=CC1)F)=O)C(=O)O (1-Cyclopropyl-6-fluoro-7-[3-(2-furanvl)-1-piperazinyl]-1,4-dihydro-4-oxo-3-quinolinecarboxylic acid). Yield: 23.5%. RXN SMILES: Cl[C:2]1[CH:11]=[C:10]2[C:5]([C:6](=[O:18])[C:7]([C:15]([OH:17])=[O:16])=[CH:8][N:9]2[CH:12]2[CH2:14][CH2:13]2)=[CH:4][C:3]=1[F:19].[O:20]1[CH:24]=[CH:23][CH:22]=[C:21]1[CH:25]1[CH2:30][NH:29][CH2:28][CH2:27][NH:26]1>N1C=CC=CC=1>[CH:12]1([N:9]2[C:10]3[C:5](=[CH:4][C:3]([F:19])=[C:2]([N:29]4[CH2:28][CH2:27][NH:26][CH:25]([C:21]5[O:20][CH:24]=[CH:23][CH:22]=5)[CH2:30]4)[CH:11]=3)[C:6](=[O:18])[C:7]([C:15]([OH:17])=[O:16])=[CH:8]2)[CH2:14][CH2:13]1. Procedure details: A mixture of 843 mg of 7-chloro-1-cyclopropyl-6-fluoro-1,4-dihydro-4-oxo-3-quinolinecarboxylic acid, 2.28 g of 2-furanylpiperazine and 10 ml of pyridine was heated in a pressure bcttle for 24 hours, then cooled first to room temperature and then at 0° C. The pyridine was removed under reduced pressure and the residue purified by flash column chromatography using chloroform:methanol:water:triethylamine (95:5:.1:.1), giving 280 mg of the desired product, mp 176° C. Reactants: ClC1=CC=C([C@H](C[N+](=O)[O-])C2C(CCCC2)=O)C=C1 (rac-(2S*)-2-[(R*)-4-chloro-α-(nitromethyl)benzyl]cyclohexanone), ice, [BH4-].[Na+] (sodium borohydride), [OH-].[K+] (potassium hydroxide). Solvent: CO (methanol), O (water), CCOCC.CCCCC (ether pentane), O (water), O (water). Reaction conditions: time 3 hour. The product is ClC1=CC=C([C@H](C[N+](=O)[O-])C2C(CCCC2)O)C=C1 (rac-(1S*)-2-[(R*)-4-chloro-α-(nitromethyl)benzyl]cyclohexanol). Reaction SMILES: [OH-].[K+].[Cl:3][C:4]1[CH:21]=[CH:20][C:7]([C@@H:8]([CH:13]2[CH2:18][CH2:17][CH2:16][CH2:15][C:14]2=[O:19])[CH2:9][N+:10]([O-:12])=[O:11])=[CH:6][CH:5]=1.[BH4-].[Na+]>O.CO.CCOCC.CCCCC>[Cl:3][C:4]1[CH:21]=[CH:20][C:7]([C@@H:8]([CH:13]2[CH2:18][CH2:17][CH2:16][CH2:15][CH:14]2[OH:19])[CH2:9][N+:10]([O-:12])=[O:11])=[CH:6][CH:5]=1 |f:0.1,3.4,7.8|. Procedure details: A solution of 6.8 g (121 mmol) of potassium hydroxide in 40 ml of water is added dropwise while cooling within about 30 minutes to a solution of 28.2 g (100 mmol) of rac-(2S*)-2-[(R*)-4-chloro-α-(nitromethyl)benzyl]cyclohexanone in 200 ml of methanol so that the temperature does not exceed 5°. An ice-cold solution of 2.85 g (75 mmol) of sodium borohydride in 20 ml of water is subsequently added dropwise, whereupon the mixture is stirred at 0° for 3 hours. After treatment with 12 ml of acetic aci... The reactants are COC(C(C1=CC=C(C=C1)OCCCC(C1=CC2=CC=CC=C2C=C1)O)=O)=O (rac-4-[4-hydroxy-4-(2-naphthalenyl)butoxy]-alpha-oxobenzeneacetic acid methyl ester), [OH-].[Na+] (sodium hydroxide), O (water). Solvent: CO (methanol). Product: OC(CCCOC1=CC=C(C=C1)C(C(=O)O)=O)C1=CC2=CC=CC=C2C=C1 (rac-4-[4-hydroxy-4-(2-naphthalenyl) butoxy]-alpha-oxobenzeneacetic acid). The yield is 36.2%. RXN SMILES: C[O:2][C:3](=[O:28])[C:4](=[O:27])[C:5]1[CH:10]=[CH:9][C:8]([O:11][CH2:12][CH2:13][CH2:14][CH:15]([OH:26])[C:16]2[CH:25]=[CH:24][C:23]3[C:18](=[CH:19][CH:20]=[CH:21][CH:22]=3)[CH:17]=2)=[CH:7][CH:6]=1.[OH-].[Na+].O>CO>[OH:26][CH:15]([C:16]1[CH:25]=[CH:24][C:23]2[C:18](=[CH:19][CH:20]=[CH:21][CH:22]=2)[CH:17]=1)[CH2:14][CH2:13][CH2:12][O:11][C:8]1[CH:9]=[CH:10][C:5]([C:4](=[O:27])[C:3]([OH:28])=[O:2])=[CH:6][CH:7]=1 |f:1.2|. Reported procedure: As in Example 19, a stirred solution of rac-4-[4-hydroxy-4-(2-naphthalenyl)butoxy]-alpha-oxobenzeneacetic acid methyl ester (0.172 g) in warm methanol (2.5 mL) was treated with 1N sodium hydroxide (1 mL) and then water (25 mL) was added. After the methanol was removed in vacuo, the mixture was acidified with 1N hydrochloric acid (1.2 mL) and extracted with dichloromethane (1×50 mL, 1×10 mL). The dried (MgSO4) extracts were concentrated and the residual gummy solid (~0.17 g) was crystallized from...